Dataset: the Open Reaction Database (ORD), a public repository of structured organic reaction records. Task: describe an organic reaction: reactants, conditions, products, and yield As a reaction SMILES: FC(F)(F)S([O-])(=O)=O.[C:9]1([S+:15]([C:23]2[CH:28]=[CH:27][CH:26]=[CH:25][CH:24]=2)[C:16]2[CH:21]=[CH:20][C:19]([OH:22])=[CH:18][CH:17]=2)[CH:14]=[CH:13][CH:12]=[CH:11][CH:10]=1.[Na].[F:30][C:31]([F:47])([S:43]([OH:46])(=[O:45])=[O:44])[CH2:32][O:33][C:34]([CH:36]1[CH2:41][CH:40]2[CH2:42][CH:37]1[CH2:38][CH2:39]2)=[O:35]>O>[C:9]1([S+:15]([C:23]2[CH:28]=[CH:27][CH:26]=[CH:25][CH:24]=2)[C:16]2[CH:21]=[CH:20][C:19]([OH:22])=[CH:18][CH:17]=2)[CH:14]=[CH:13][CH:12]=[CH:11][CH:10]=1.[F:47][C:31]([F:30])([S:43]([OH:46])(=[O:45])=[O:44])[CH2:32][O:33][C:34]([CH:36]1[CH2:41][CH:40]2[CH2:42][CH:37]1[CH2:38][CH2:39]2)=[O:35] |f:0.1,2.3,5.6,^1:28|. Solvent: O (water). Procedure details: About 10 g of the diphenyl-4-hydroxyphenylsulfonium trifluoromethanesulfonate salt manufactured in the synthesis example 3 and about 10 g of a bicyclo[2.2.1]heptane-2-carboxylic acid-2,2-difluoro-2-sulfo-ethyl ester sodium salt were dissolved in about 100 ml of MC and about 100 ml of water, and a synthesis reaction (see Equation 4 below) was performed while stirring for about three hours. In this instance, a process of the synthesis reaction was observed by 19F NMR using a small amount of an ext... Reaction conditions: time 3 hour. Starting materials: FC(S(=O)(=O)[O-])(F)F.C1(=CC=CC=C1)[S+](C1=CC=C(C=C1)O)C1=CC=CC=C1 (diphenyl-4-hydroxyphenylsulfonium trifluoromethanesulfonate salt), [Na].FC(COC(=O)C1C2CCC(C1)C2)(S(=O)(=O)O)F (bicyclo[2.2.1]heptane-2-carboxylic acid-2,2-difluoro-2-sulfo-ethyl ester sodium salt). Yield: 71.6%. Yields the product C1(=CC=CC=C1)[S+](C1=CC=C(C=C1)O)C1=CC=CC=C1.FC(COC(=O)C1C2CCC(C1)C2)(S(=O)(=O)O)F (bicyclo[2.2.1]heptane-2-carboxylic acid-2,2-difluoro-2-sulfo-ethyl ester diphenyl-4-hydroxyphenylsulfonium salt).